describe an organic reaction: reactants, conditions, products, and yield From a dataset of the Open Reaction Database (ORD), a public repository of structured organic reaction records. The reactants are BrC1=CC(=C(CBr)C=C1)C(F)(F)F (4-bromo-2-trifluoromethylbenzyl bromide), C(C)(=S)[O-].[K+] (potassium thioacetate). Solvent: CC(=O)C (acetone). Product: BrC1=CC(=C(CSC(C)=O)C=C1)C(F)(F)F (thioacetic acid S-(4-bromo-2-trifluoromethyl-benzyl) ester). Isolated yield 96.2%. As a reaction SMILES: [Br:1][C:2]1[CH:9]=[CH:8][C:5]([CH2:6]Br)=[C:4]([C:10]([F:13])([F:12])[F:11])[CH:3]=1.[C:14]([O-:17])(=[S:16])[CH3:15].[K+]>CC(C)=O>[Br:1][C:2]1[CH:9]=[CH:8][C:5]([CH2:6][S:16][C:14](=[O:17])[CH3:15])=[C:4]([C:10]([F:13])([F:12])[F:11])[CH:3]=1 |f:1.2|. Procedure: To a solution of 4-bromo-2-trifluoromethylbenzyl bromide (2.4 g) in acetone (20 ml) was added potassium thioacetate (1.04 g). The reaction mixture was heated to reflux for 4 hours. The reaction mixture was allowed to cool to ambient temperature and was then filtered through a plug of silica gel. Further acetone (30 ml) was passed through the silica gel (30 ml). The combined filtrate was concentrated to give thioacetic acid S-(4-bromo-2-trifluoromethyl-benzyl) ester as a dark liquid (2.275 g). 1H... Starting materials: CS(=O)(=O)Cl (Methanesulfonyl chloride), OCCS(=O)(=O)C=1C=C(C=C(C1OCCC)OCCC)[C@@H]1O[C@H](CC1)C1=CC(=C(C(=C1)OC)OC)OC (trans-2-[3-(2-hydroxyethylsulfonyl)-4,5-di-n-propoxyphenyl]-5-(3,4,5-trimethoxyphenyl)tetrahydrofuran), CCCCCC.C(C)(=O)OCC (hexane ethyl acetate). Run in ClCCl (dichloromethane), N1=CC=CC=C1 (pyridine). Conditions: time 2 hour. Yields the product CS(=O)(=O)CCS(=O)(=O)C1=C(C=C(C(=C1)OCCC)OCCC)C1COC(C1)C1=CC(=C(C(=C1)OC)OC)OC (3-(2-(-Methanesulfonylethylsulfonyl)-4,5-di-n-propoxyphenyl]-5-(3,4,5-trimethoxyphenyl)tetrahydrofuran). As a reaction SMILES: [CH3:1][S:2](Cl)(=[O:4])=[O:3].O[CH2:7][CH2:8][S:9]([C:12]1[CH:13]=[C:14]([C@H:26]2C[CH2:29][C@H:28]([C:31]3[CH:36]=[C:35]([O:37][CH3:38])[C:34]([O:39][CH3:40])=[C:33]([O:41][CH3:42])[CH:32]=3)[O:27]2)C=[C:16]([O:22][CH2:23][CH2:24][CH3:25])[C:17]=1OCCC)(=[O:11])=[O:10].[CH3:43]CCCCC.[C:49]([O:52][CH2:53][CH3:54])(=O)[CH3:50]>ClCCl.N1C=CC=CC=1>[CH3:1][S:2]([CH2:7][CH2:8][S:9]([C:12]1[CH:17]=[C:16]([O:22][CH2:23][CH2:24][CH3:25])[C:49]([O:52][CH2:53][CH2:54][CH3:43])=[CH:50][C:13]=1[CH:14]1[CH2:29][CH:28]([C:31]2[CH:32]=[C:33]([O:41][CH3:42])[C:34]([O:39][CH3:40])=[C:35]([O:37][CH3:38])[CH:36]=2)[O:27][CH2:26]1)(=[O:11])=[O:10])(=[O:4])=[O:3] |f:2.3|. Procedure: Methanesulfonyl chloride (0.097 mL, 1.25 mmol) was added to a solution of trans-2-[3-(2-hydroxyethylsulfonyl)-4,5-di-n-propoxyphenyl]-5-(3,4,5-trimethoxyphenyl)tetrahydrofuran (338 mg, 0.63 mmol) in dichloromethane (3 mL) and pyridine (1.3 mL). The reaction mixture was stirred at room temperature for 2 h, and worked-up as usual to give a syrup, Rf 0.52 (hexane-ethyl acetate; 1:2 v/v). This material was used directly in the next experiment without further purification. The reactants are [BH4-], CCO, [Na+], O, CCOC(=O)CCCCCCC(=O)c1ccco1. Product: CCOC(=O)CCCCCCC(O)c1ccco1. As a reaction SMILES: [BH4-:22].[CH3:19][CH2:20][OH:21].[Na+:23].[OH2:24].[o:1]1[c:2]([C:6](=[O:7])[CH2:8][CH2:9][CH2:10][CH2:11][CH2:12][CH2:13][C:14](=[O:15])[O:16][CH2:17][CH3:18])[cH:3][cH:4][cH:5]1>>[o:1]1[c:2]([CH:6]([OH:7])[CH2:8][CH2:9][CH2:10][CH2:11][CH2:12][CH2:13][C:14](=[O:15])[O:16][CH2:17][CH3:18])[cH:3][cH:4][cH:5]1. Starting materials: C(CCCCC)OC=1C=C(CO)C=CC1OCCCCCC (3,4-dihexoxybenzyl alcohol), S(=O)(Cl)Cl (Thionyl chloride). The product is C(CCCCC)OC=1C=C(CCl)C=CC1OCCCCCC (3,4-dihexoxybenzyl chloride). RXN SMILES: [CH2:1]([O:7][C:8]1[CH:9]=[C:10]([CH:13]=[CH:14][C:15]=1[O:16][CH2:17][CH2:18][CH2:19][CH2:20][CH2:21][CH3:22])[CH2:11]O)[CH2:2][CH2:3][CH2:4][CH2:5][CH3:6].S(Cl)([Cl:25])=O>>[CH2:1]([O:7][C:8]1[CH:9]=[C:10]([CH:13]=[CH:14][C:15]=1[O:16][CH2:17][CH2:18][CH2:19][CH2:20][CH2:21][CH3:22])[CH2:11][Cl:25])[CH2:2][CH2:3][CH2:4][CH2:5][CH3:6]. Procedure details: Thionyl chloride (140 ml.) and 3,4-dihexoxybenzyl alcohol (14.0 g.) are combined and stirred at room temperature for one-half hour, at which time gas evolution ceases. The mixture is refluxed for one-half hour and then distilled to remove thionyl chloride (about 100 ml.). The residue is poured into ice-water (250 g. of each) and the aqueous solution extracted with chloroform (3× 100 ml.). The chloroform extracts are combined, washed successively with saturated sodium bicarbonate solution (2× 100... Reactants: COC(=O)CN1C(C(NC2=CC(=C(C=C12)N1C=CC=C1)C(F)(F)F)=O)=O (1-(Methoxycarbonylmethyl)-7-(1-pyrrolyl)-6-trifluoromethyl-2,3(1H,4H)-quinoxalinedione), [OH-].[Li+] (lithium hydroxide). The solvent is O1CCCC1 (tetrahydrofuran), O (water). Run at time 16 hour. Product: C(=O)(O)CN1C(C(NC2=CC(=C(C=C12)N1C=CC=C1)C(F)(F)F)=O)=O (1-(Carboxymethyl)-7-(1-pyrrolyl)-6-trifluoromethyl-2,3(1H,4H)-quinoxalinedione). Yield: 67.5%. RXN SMILES: C[O:2][C:3]([CH2:5][N:6]1[C:15]2[C:10](=[CH:11][C:12]([C:21]([F:24])([F:23])[F:22])=[C:13]([N:16]3[CH:20]=[CH:19][CH:18]=[CH:17]3)[CH:14]=2)[NH:9][C:8](=[O:25])[C:7]1=[O:26])=[O:4].[OH-].[Li+]>O1CCCC1.O>[C:3]([CH2:5][N:6]1[C:15]2[C:10](=[CH:11][C:12]([C:21]([F:24])([F:23])[F:22])=[C:13]([N:16]3[CH:20]=[CH:19][CH:18]=[CH:17]3)[CH:14]=2)[NH:9][C:8](=[O:25])[C:7]1=[O:26])([OH:4])=[O:2] |f:1.2|. Reported procedure: 2 g (5.45 mmol) of 1-(methoxycarbonylmethyl)-7-(1-pyrrolyl)-6-trifluoromethyl-2,3(1H,4H)-quinoxalinedione (Example 24) were dissolved in 30 ml of tetrahydrofuran, and 0.4 g (16.4 mmol) of lithium hydroxide dissolved in 4 ml of water was added. The mixture was stirred at room temperature for 16 h and then organic solvent was removed under reduced pressure. The aqueous phase was acidified with 1M hydrochloric acid and extracted with ethyl acetate. The organic phase was dried and concentrated under... Starting materials: CCOC(=O)C1CN(C(c2ccccc2)c2ccccc2)CCN1, ClCCCl, CN(C)c1ccncc1, ClCCl, O=C(O)CC(c1ccccc1)c1ccccc1. The product is CCOC(=O)C1CN(C(c2ccccc2)c2ccccc2)CCN1C(=O)CC(c1ccccc1)c1ccccc1. RXN SMILES: [CH2:1]([CH3:2])[O:3][C:4](=[O:5])[CH:6]1[NH:7][CH2:8][CH2:9][N:10]([CH:12]([c:13]2[cH:14][cH:15][cH:16][cH:17][cH:18]2)[c:19]2[cH:20][cH:21][cH:22][cH:23][cH:24]2)[CH2:11]1.[CH2:42]([Cl:43])[CH2:44][Cl:45].[CH3:49][N:50]([c:51]1[cH:52][cH:53][n:54][cH:55][cH:56]1)[CH3:57].[Cl:46][CH2:47][Cl:48].[c:25]1([CH:31]([CH2:32][C:33](=[O:34])[OH:35])[c:36]2[cH:37][cH:38][cH:39][cH:40][cH:41]2)[cH:26][cH:27][cH:28][cH:29][cH:30]1>>[CH2:1]([CH3:2])[O:3][C:4](=[O:5])[CH:6]1[N:7]([C:33]([CH2:32][CH:31]([c:25]2[cH:26][cH:27][cH:28][cH:29][cH:30]2)[c:36]2[cH:37][cH:38][cH:39][cH:40][cH:41]2)=[O:34])[CH2:8][CH2:9][N:10]([CH:12]([c:13]2[cH:14][cH:15][cH:16][cH:17][cH:18]2)[c:19]2[cH:20][cH:21][cH:22][cH:23][cH:24]2)[CH2:11]1. Reactants: Oc1ccc(Br)cc1C12CC3CC(CC(C3)C1)C2, C1CCOC1, CI, [H-], [Na+], O. Product: COc1ccc(Br)cc1C12CC3CC(CC(C3)C1)C2. As a reaction SMILES: [C:3]12([c:13]3[c:14]([OH:20])[cH:15][cH:16][c:17]([Br:19])[cH:18]3)[CH2:4][CH:5]3[CH2:6][CH:7]([CH2:8][CH:9]([CH2:10]1)[CH2:11]3)[CH2:12]2.[CH2:24]1[O:25][CH2:26][CH2:27][CH2:28]1.[CH3:21][I:22].[H-:1].[Na+:2].[OH2:23]>>[C:3]12([c:13]3[c:14]([O:20][CH3:21])[cH:15][cH:16][c:17]([Br:19])[cH:18]3)[CH2:4][CH:5]3[CH2:6][CH:7]([CH2:8][CH:9]([CH2:10]1)[CH2:11]3)[CH2:12]2.